Dataset: the Open Reaction Database (ORD), a public repository of structured organic reaction records. Task: describe an organic reaction: reactants, conditions, products, and yield Reaction SMILES: [CH3:30][C:31]#[N:32].[CH:10]([N:11]([CH:12]([CH3:13])[CH3:14])[CH2:15][CH3:16])([CH3:17])[CH3:18].[Cl:19][c:20]1[cH:21][cH:22][c:23]([CH:24]=[CH:25][CH2:26][Cl:27])[cH:28][cH:29]1.[ClH:1].[NH:2]1[CH2:3][CH2:4][C:5](=[O:9])[CH2:6][CH2:7][CH2:8]1>>[N:2]1([CH2:26][CH:25]=[CH:24][c:23]2[cH:22][cH:21][c:20]([Cl:19])[cH:29][cH:28]2)[CH2:3][CH2:4][C:5](=[O:9])[CH2:6][CH2:7][CH2:8]1. Yields the product O=C1CCCN(CC=Cc2ccc(Cl)cc2)CC1. The reactants are CC#N, CCN(C(C)C)C(C)C, ClCC=Cc1ccc(Cl)cc1, Cl, O=C1CCCNCC1. Reported procedure: A solution of 6-cyclohexylidene-hexan-1-ol (1.05 g, 5.77 mmol) in MEOH (40 mL) was hydrogenated with Pd—C (0.23 g, 10% w/w) in a Parr apparatus at 50 psi of H2 overnight. The catalyst was removed by filtration, and the filtrate was evaporated under reduced pressure to give 6-cyclohexyl-hexan-1-ol (1.02 g, 96%) as a colorless oil: 1H NMR (300 MHz, CDCl3) δ 3.63 (2H, t, J=6.6 Hz), 1.46–1.80 (7H, m), 1.04–1.44 (12H, m), 0.86 (2H, m); 13C NMR (75 MHz, CDCl3) δ 63.33, 37.92, 37.74, 33.72, 33.08, 30.0... Product: C1(CCCCC1)CCCCCCO (6-cyclohexyl-hexan-1-ol). Starting materials: C1(CCCCC1)=CCCCCCO (6-cyclohexylidene-hexan-1-ol). Reagents/catalysts: [Pd] (Pd—C). RXN SMILES: [C:1]1(=[CH:7][CH2:8][CH2:9][CH2:10][CH2:11][CH2:12][OH:13])[CH2:6][CH2:5][CH2:4][CH2:3][CH2:2]1>[Pd]>[CH:1]1([CH2:7][CH2:8][CH2:9][CH2:10][CH2:11][CH2:12][OH:13])[CH2:6][CH2:5][CH2:4][CH2:3][CH2:2]1. Isolated yield 95.9%. Reactants: ClC1=CC=CC(=N1)C(OC1=CC=CC=C1)OC1=CC=CC=C1 (6-chloro-2-(diphenoxymethyl)pyridine), C[O-].[Na+] (sodium methoxide), [Na] (sodium), ice, CS (methylmercaptan). The solvent is CS(=O)C (dimethylsulfoxide), CO (methanol). Conditions: temperature 13 celsius. The product is CSC1=CC=CC(=N1)C(OC1=CC=CC=C1)OC1=CC=CC=C1 (6-Methylthio-2-(diphenoxymethyl)pyridine). RXN SMILES: C[O-].[Na+].[Na].[CH3:5][SH:6].Cl[C:8]1[N:13]=[C:12]([CH:14]([O:22][C:23]2[CH:28]=[CH:27][CH:26]=[CH:25][CH:24]=2)[O:15][C:16]2[CH:21]=[CH:20][CH:19]=[CH:18][CH:17]=2)[CH:11]=[CH:10][CH:9]=1>CS(C)=O.CO>[CH3:5][S:6][C:8]1[N:13]=[C:12]([CH:14]([O:22][C:23]2[CH:28]=[CH:27][CH:26]=[CH:25][CH:24]=2)[O:15][C:16]2[CH:21]=[CH:20][CH:19]=[CH:18][CH:17]=2)[CH:11]=[CH:10][CH:9]=1 |f:0.1,^1:3|. Procedure: To a mixture of sodium methoxide (made from 100 ml (2.47 m) of methanol and 1.50 g (0.652 m) of sodium metal) which had been cooled to 13° C. was added 7.0 ml (0.126 m) of methylmercaptan. The mixture was allowed to warm to room temperature and then 20.0 g of 6-chloro-2-(diphenoxymethyl)pyridine and 150 ml of dimethylsulfoxide was added thereto. The mixture was heated to 90° C. and after 4 days at this temperature, the reaction mixture was cooled to room temperature and poured into 300 ml of ice... The reactants are C, CCN(C(C)C)C(C)C, ClCCl, CCc1cc(-c2noc(-c3cc(C)nc(N(CC)CC)c3)n2)cc(C)c1OCCN, O=S(=O)(Cl)Cl. Yields the product CCc1cc(-c2noc(-c3cc(C)nc(N(CC)CC)c3)n2)cc(C)c1OCCNS(C)(=O)=O. As a reaction SMILES: [CH4:45].[CH:31]([N:32]([CH2:33][CH3:34])[CH:35]([CH3:36])[CH3:37])([CH3:38])[CH3:39].[Cl:46][CH2:47][Cl:48].[NH2:1][CH2:2][CH2:3][O:4][c:5]1[c:6]([CH2:29][CH3:30])[cH:7][c:8](-[c:12]2[n:13][o:14][c:15](-[c:17]3[cH:18][c:19]([N:24]([CH2:25][CH3:26])[CH2:27][CH3:28])[n:20][c:21]([CH3:23])[cH:22]3)[n:16]2)[cH:9][c:10]1[CH3:11].[S:40](=[O:41])(=[O:42])([Cl:43])[Cl:44]>>[NH:1]([CH2:2][CH2:3][O:4][c:5]1[c:6]([CH2:29][CH3:30])[cH:7][c:8](-[c:12]2[n:13][o:14][c:15](-[c:17]3[cH:18][c:19]([N:24]([CH2:25][CH3:26])[CH2:27][CH3:28])[n:20][c:21]([CH3:23])[cH:22]3)[n:16]2)[cH:9][c:10]1[CH3:11])[S:40](=[O:41])(=[O:42])[CH3:45]. Reactants: O=C(C(=O)N)C1=CNC2=C1C=NC=C2 (2-oxo-2-(1H-pyrrolo[3,2-c]pyridin-3-yl)-acetamide), [H-].[Al+3].[Li+].[H-].[H-].[H-] (lithium aluminum hydride). The solvent is CCOCC (ether). Run at temperature 0 celsius. Product: N1C=C(C=2C=NC=CC21)CCN (2-(1H-Pyrrolo[3,2-c]pyridin-3-yl)-ethylamine). RXN SMILES: O=[C:2]([C:6]1[C:10]2[CH:11]=[N:12][CH:13]=[CH:14][C:9]=2[NH:8][CH:7]=1)[C:3]([NH2:5])=O.[H-].[Al+3].[Li+].[H-].[H-].[H-]>CCOCC>[NH:8]1[C:9]2[CH:14]=[CH:13][N:12]=[CH:11][C:10]=2[C:6]([CH2:2][CH2:3][NH2:5])=[CH:7]1 |f:1.2.3.4.5.6|. Procedure details: A solution of 2-oxo-2-(1H-pyrrolo[3,2-c]pyridin-3-yl)-acetamide (1 eq.) in ether is treated with lithium aluminum hydride (4 eq.), refluxed for 8 h, cooled to 0° C. and quenched by addition of Rochelle's salt solution. The reaction mixture is extracted with CH2Cl2. The extracts are combined dried over MgSO4 and concentrated in vacuo to give the title amine product, which is used as is in step 9, below. As a reaction SMILES: [CH2:21]1[O:22][CH2:23][CH2:24][CH2:25]1.[CH3:1][CH2:2][CH2:3][CH2:4][Li:5].[CH3:6][O:7][c:8]1[c:9]([C:18](=[O:19])[OH:20])[cH:10][cH:11][c:12]2[cH:13][cH:14][cH:15][cH:16][c:17]12>>[CH3:1][CH2:2][CH2:3][CH2:4][c:8]1[c:9]([C:18](=[O:19])[OH:20])[cH:10][cH:11][c:12]2[cH:13][cH:14][cH:15][cH:16][c:17]12. Product: CCCCc1c(C(=O)O)ccc2ccccc12. Reactants: C1CCOC1, [Li]CCCC, COc1c(C(=O)O)ccc2ccccc12. Starting materials: CO, CN, Nc1nc(Cl)nc2c1ncn2Cc1ccccc1, [Na+], [OH-]. Yields the product CNc1nc(N)c2ncn(Cc3ccccc3)c2n1. Reaction SMILES: [CH3:21][OH:22].[CH3:23][NH2:24].[NH2:1][c:2]1[c:3]2[n:4][cH:5][n:6]([CH2:12][c:13]3[cH:14][cH:15][cH:16][cH:17][cH:18]3)[c:7]2[n:8][c:9]([Cl:11])[n:10]1.[Na+:20].[OH-:19]>>[NH2:1][c:2]1[c:3]2[n:4][cH:5][n:6]([CH2:12][c:13]3[cH:14][cH:15][cH:16][cH:17][cH:18]3)[c:7]2[n:8][c:9]([NH:24][CH3:23])[n:10]1. The reactants are [Cl-].[Al+3].[Cl-].[Cl-] (aluminium chloride), C(C1=CC=CC=C1)N1N=NN=C1C(=O)NC1=C(C(=CC(=C1)C)C(CCC)=O)O (1-benzyl-3'-butyryl-2'-hydroxy-5'-methyl-1H-tetrazole-5-carboxanilide), Cl (hydrochloric acid). Solvent: C([O-])([O-])=O.[Na+].[Na+] (sodium carbonate), ClCCl (dichloromethane). The product is C(CCC)(=O)C=1C(=C(NC(=O)C2=NN=NN2)C=C(C1)C)O (3'-butyryl-2'-hydroxy-5'-methyltetrazole-5-carboxanilide). RXN SMILES: C([N:8]1[C:12]([C:13]([NH:15][C:16]2[CH:21]=[C:20]([CH3:22])[CH:19]=[C:18]([C:23](=[O:27])[CH2:24][CH2:25][CH3:26])[C:17]=2[OH:28])=[O:14])=[N:11][N:10]=[N:9]1)C1C=CC=CC=1.[Cl-].[Al+3].[Cl-].[Cl-].Cl>ClCCl.C(=O)([O-])[O-].[Na+].[Na+]>[C:23]([C:18]1[C:17]([OH:28])=[C:16]([CH:21]=[C:20]([CH3:22])[CH:19]=1)[NH:15][C:13]([C:12]1[NH:11][N:10]=[N:9][N:8]=1)=[O:14])(=[O:27])[CH2:24][CH2:25][CH3:26] |f:1.2.3.4,7.8.9|. Reported procedure: A stirred solution of 1-benzyl-3'-butyryl-2'-hydroxy-5'-methyl-1H-tetrazole-5-carboxanilide in dichloromethane (75 ml), heated at reflux, was treated with anhydrous aluminium chloride (2.2 g) over a period of 15 minutes. After heating and stirring for a further hour, the mixture was cooled and treated with aqueous hydrochloric acid (2 N; 50 ml). The resulting suspension was heated at reflux with stirring for 15 minutes and then cooled. The precipitated solid was filtered off and combined with a ... Starting materials: [OH-].[K+] (KOH), C1=CC2=C(C=C1/C=C/C=C/C(=O)N3CCCCC3)OCO2 (Piperine), Cl (hydrochloric acid). Run in C(C)O (ethanol). Product: O1COC2=C1C=CC(=C2)/C=C/C=C/C(=O)O ((2E,4E)-5-(benzo[d][1,3]dioxol-5-yl)penta-2,4-dienoic acid). The yield is 79.2%. RXN SMILES: [CH:1]1[C:6](/[CH:7]=[CH:8]/[CH:9]=[CH:10]/[C:11](N2CCCCC2)=[O:12])=[CH:5][C:4]2[O:19][CH2:20][O:21][C:3]=2[CH:2]=1.[OH-:22].[K+].Cl>C(O)C>[O:21]1[C:3]2[CH:2]=[CH:1][C:6](/[CH:7]=[CH:8]/[CH:9]=[CH:10]/[C:11]([OH:12])=[O:22])=[CH:5][C:4]=2[O:19][CH2:20]1 |f:1.2|. Procedure: Piperine (200 mg, 0.70 mmol) dissolved in anhydrous ethanol and KOH (1.18 g, 21.0 mmol) were mixed and heated to reflux for 12 hours. Upon completion of the experiment, the pH value of the reaction mixture solution was adjusted to 2-3 using hydrochloric acid. After the ethanol was distilled under reduced pressure, the residue was diluted with EtOAC (30 mL) and washed with a saturated solution of NaCl, followed by drying over anhydrous Na2SO4. The solvent was distilled under reduced pressure to g...